Dataset: the Open Reaction Database (ORD), a public repository of structured organic reaction records. Task: describe an organic reaction: reactants, conditions, products, and yield Starting materials: C(C)(=O)C1=CC=CC=C1 (acetophenone), FC1=CC=C(C=O)C=C1 (4-fluorobenzaldehyde), [OH-].[Na+] (sodium hydroxide), O (water). Run in C(C)O (ethanol). Run at time 3 hour. Product: FC1=CC=C(C=C1)/C=C/C(=O)C1=CC=CC=C1 ((E)-3-(4'-Fluorophenyl)-1-phenylprop-2-en-1-one). Reaction SMILES: [C:1]([C:4]1[CH:9]=[CH:8][CH:7]=[CH:6][CH:5]=1)(=[O:3])[CH3:2].[OH-].[Na+].O.[F:13][C:14]1[CH:21]=[CH:20][C:17]([CH:18]=O)=[CH:16][CH:15]=1>C(O)C>[F:13][C:14]1[CH:21]=[CH:20][C:17](/[CH:18]=[CH:2]/[C:1]([C:4]2[CH:9]=[CH:8][CH:7]=[CH:6][CH:5]=2)=[O:3])=[CH:16][CH:15]=1 |f:1.2|. Reported procedure: 52.0 g. (433 mmoles) of acetophenone is added to a solution of 21.8 g. (545 mmoles) of sodium hydroxide in a mixture of 196 ml. of water and 122.5 ml. of 95% ethanol stirred at 20°-25° C., the resulting suspension is cooled to 0°-5° C., and 53.74 g. (433 mmoles) of 4-fluorobenzaldehyde is added portionwise, the temperature of the reaction mixture rising to 20° C. during the addition. The solidified reaction mixture is kept at 20°-25° C. for 3 hours and refrigerated for 16 hours. The solid is col...